From a dataset of the Open Reaction Database (ORD), a public repository of structured organic reaction records. describe an organic reaction: reactants, conditions, products, and yield The reactants are C(C)(=O)N[C@H](COC1=NC=C(C(=C1)SCCC(=O)OCC(CCCC)CC)NC(C1=CC=C(C=C1)OCC1CC1)=O)C (2-ethylhexyl 3-((2-(((2S)-2-acetamidopropyl)oxy)-5-((4-(cyclopropylmethoxy)benzoyl)amino)pyridin-4-yl)sulfanyl)propanoate), [O-]CC.[Na+] (sodium ethoxide), FC(C(=O)O)(F)F (trifluoroacetic acid). The solvent is C1CCOC1 (THF). Run at time 30 minute. The product is OC1=CC=C(C=C1)C=1SC2=C(C=NC(=C2)OC[C@H](C)NC(C)=O)N1 (N-((2S)-1-((2-(4-hydroxyphenyl)[1,3]thiazolo[4,5-c]pyridin-6-yl)oxy)propan-2-yl)acetamide). The yield is 89.5%. RXN SMILES: [C:1]([NH:4][C@@H:5]([CH3:42])[CH2:6][O:7][C:8]1[CH:13]=[C:12]([S:14]CCC(OCC(CC)CCCC)=O)[C:11]([NH:28][C:29](=O)[C:30]2[CH:35]=[CH:34][C:33]([O:36]CC3CC3)=[CH:32][CH:31]=2)=[CH:10][N:9]=1)(=[O:3])[CH3:2].[O-]CC.[Na+].FC(F)(F)C(O)=O>C1COCC1>[OH:36][C:33]1[CH:34]=[CH:35][C:30]([C:29]2[S:14][C:12]3[CH:13]=[C:8]([O:7][CH2:6][C@@H:5]([NH:4][C:1](=[O:3])[CH3:2])[CH3:42])[N:9]=[CH:10][C:11]=3[N:28]=2)=[CH:31][CH:32]=1 |f:1.2|. Procedure details: A mixture of 2-ethylhexyl 3-((2-(((2S)-2-acetamidopropyl)oxy)-5-((4-(cyclopropylmethoxy)benzoyl)amino)pyridin-4-yl)sulfanyl)propanoate (740 mg), sodium ethoxide (20% ethanol solution, 840 mg) and THF (10 mL) was stirred at room temperature for 30 min. The reaction mixture was cooled to 0° C., trifluoroacetic acid (0.475 mL) was added thereto, the obtained mixture was stirred at 70° C. for 1 hr. The reaction mixture was cooled to 0° C., and the precipitate was collected by filtration, and washed ... Starting materials: C(CC)(=O)N1C(OC2=C1C=CC=C2)=O (N-propionyl-2-benzoxazolone), C(CC=C)=O (3-butenal). Yields the product O[C@H]([C@H](C(=O)N1C(OC2=C1C=CC=C2)=O)C)CC=C ((±)-N-[(2R*,3S*)-3-Hydroxy-2-methyl-5-hexenoyl)-2-benzoxazolone). RXN SMILES: [C:1]([N:5]1[C:9]2[CH:10]=[CH:11][CH:12]=[CH:13][C:8]=2[O:7][C:6]1=[O:14])(=[O:4])[CH2:2][CH3:3].[CH:15](=[O:19])[CH2:16][CH:17]=[CH2:18]>>[OH:19][C@@H:15]([CH2:16][CH:17]=[CH2:18])[C@@H:2]([CH3:3])[C:1]([N:5]1[C:9]2[CH:10]=[CH:11][CH:12]=[CH:13][C:8]=2[O:7][C:6]1=[O:14])=[O:4]. Procedure: Is prepared according to the method of paragraph C by reaction of N-propionyl-2-benzoxazolone with 3-butenal. Starting materials: ClC=1C=C(C=CC1F)S(=O)(=O)N (3-chloro-4-fluorobenzenesulfonamide), O (Water), [H-].[Na+] (sodium hydride), COCCOCCS (2-(2-Methoxyethoxy)ethanethiol). The solvent is O1CCCC1 (tetrahydrofuran), O1CCCC1 (tetrahydrofuran). Run at temperature 110 celsius, time 30 minute. Product: ClC=1C=C(C=CC1SCCOCCOC)S(=O)(=O)N (3-chloro-4-(2-(2-methoxyethoxy)ethylthio)benzenesulfonamide). Reaction SMILES: [H-].[Na+].[CH3:3][O:4][CH2:5][CH2:6][O:7][CH2:8][CH2:9][SH:10].[Cl:11][C:12]1[CH:13]=[C:14]([S:19]([NH2:22])(=[O:21])=[O:20])[CH:15]=[CH:16][C:17]=1F.O>O1CCCC1>[Cl:11][C:12]1[CH:13]=[C:14]([S:19]([NH2:22])(=[O:20])=[O:21])[CH:15]=[CH:16][C:17]=1[S:10][CH2:9][CH2:8][O:7][CH2:6][CH2:5][O:4][CH3:3] |f:0.1|. Procedure details: In a 25 ml, microwave tube was added sodium hydride (0.6 g) in tetrahydrofuran (10 mL) to give a suspension. 2-(2-Methoxyethoxy)ethanethiol (1 g) was added slowly. After stirring for 30 minutes, 3-chloro-4-fluorobenzenesulfonamide (1.54 g) dissolved in 10 mL tetrahydrofuran was added slowly. The mixture was heated at 110° C. for 30 minutes in a Biotage Initiator microwave reactor. Water was added, the product was extracted with ether (20 mL×3), dried over Na2SO4, filtered, and the solvent was re... Yields the product COC=1N=C2C(=CC=NC2=CC1)C=1C=CC(=NC1)CCNC(=O)C=1C=CC=2SCC(NC2N1)=O (N-(2-{5-[6-(methyloxy)-1,5-naphthyridin-4-yl]-2-pyridinyl}ethyl)-3-oxo-3,4-dihydro-2H-pyrido[3,2-b][1,4]thiazine-6-carboxamide). Reported procedure: To a stirred solution of (2-{5-[6-(methyloxy)-1,5-naphthyridin-4-yl]-2-pyridinyl}ethyl)amine hydrochloride salt (1.08 mmole) in DMF (25 mL) at RT was added diisopropylethylamine (0.75 mL, 4.32 mmole), 3-oxo-3,4-dihydro-2H-pyrido[3,2-b][1,4]thiazine-6-carboxylic acid (0.23 g, 1.08 mmole), hydroxybenzotriazole hydrate (0.16 g, 1.19 mmole) and EDC (0.23 g, 1.19 mmole). After 18 h, the reaction contents were concentrated and dried under high vacuum. Purification on silica (CHCl3/MeOH, 9:1 containing... Solvent: CN(C)C=O (DMF). Reaction SMILES: Cl.[CH3:2][O:3][C:4]1[N:5]=[C:6]2[C:11](=[CH:12][CH:13]=1)[N:10]=[CH:9][CH:8]=[C:7]2[C:14]1[CH:15]=[CH:16][C:17]([CH2:20][CH2:21][NH2:22])=[N:18][CH:19]=1.C(N(C(C)C)CC)(C)C.[O:32]=[C:33]1[CH2:38][S:37][C:36]2[CH:39]=[CH:40][C:41]([C:43](O)=[O:44])=[N:42][C:35]=2[NH:34]1.O.OC1C2N=NNC=2C=CC=1.C(Cl)CCl>CN(C=O)C>[CH3:2][O:3][C:4]1[N:5]=[C:6]2[C:11](=[CH:12][CH:13]=1)[N:10]=[CH:9][CH:8]=[C:7]2[C:14]1[CH:15]=[CH:16][C:17]([CH2:20][CH2:21][NH:22][C:43]([C:41]2[CH:40]=[CH:39][C:36]3[S:37][CH2:38][C:33](=[O:32])[NH:34][C:35]=3[N:42]=2)=[O:44])=[N:18][CH:19]=1 |f:0.1,4.5|. Conditions: time 18 hour. Starting materials: Cl.COC=1N=C2C(=CC=NC2=CC1)C=1C=CC(=NC1)CCN ((2-{5-[6-(methyloxy)-1,5-naphthyridin-4-yl]-2-pyridinyl}ethyl)amine hydrochloride salt), C(C)(C)N(CC)C(C)C (diisopropylethylamine), O=C1NC2=C(SC1)C=CC(=N2)C(=O)O (3-oxo-3,4-dihydro-2H-pyrido[3,2-b][1,4]thiazine-6-carboxylic acid), O.OC1=CC=CC=2NN=NC21 (hydroxybenzotriazole hydrate), C(CCl)Cl (EDC). Isolated yield 78.4%. Starting materials: C(C)(C)(C)[Si](OC1=CC=C(C=C1)OCC1OC1)(C)C (tert-butyldimethyl(4-(oxiran-2-ylmethoxy)phenoxy)silane), CC1=CSC=2N=CN=C(C21)N2CCC(CC2)N (1-(5-methylthieno[2,3-d]pyrimidin-4-yl)piperidin-4-amine). Product: OC(COC1=CC=C(C=C1)O)CNC1CCN(CC1)C=1C2=C(N=CN1)SC=C2C (4-(2-hydroxy-3-(1-(5-methylthieno[2,3-d]pyrimidin-4-yl)piperidin-4-ylamino)propoxy)phenol). The yield is 11.0%. RXN SMILES: C([Si](C)(C)[O:6][C:7]1[CH:12]=[CH:11][C:10]([O:13][CH2:14][CH:15]2[CH2:17][O:16]2)=[CH:9][CH:8]=1)(C)(C)C.[CH3:20][C:21]1[C:29]2[C:28]([N:30]3[CH2:35][CH2:34][CH:33]([NH2:36])[CH2:32][CH2:31]3)=[N:27][CH:26]=[N:25][C:24]=2[S:23][CH:22]=1>>[OH:16][CH:15]([CH2:17][NH:36][CH:33]1[CH2:32][CH2:31][N:30]([C:28]2[C:29]3[C:21]([CH3:20])=[CH:22][S:23][C:24]=3[N:25]=[CH:26][N:27]=2)[CH2:35][CH2:34]1)[CH2:14][O:13][C:10]1[CH:9]=[CH:8][C:7]([OH:6])=[CH:12][CH:11]=1. Procedure details: Synthesis followed SP6 (3 h), using 150 μmol tert-butyldimethyl(4-(oxiran-2-ylmethoxy)phenoxy)silane and 1-(5-methylthieno[2,3-d]pyrimidin-4-yl)piperidin-4-amine to give O-silylated intermediate upon purification by prep. HPLC (reversed phase) with 11% yield. Product was obtained by deprotection according to SP7 and purification by prep. HPLC (reversed phase) with 76% yield. Reaction SMILES: [CH3:1][N:2]([CH3:16])[C:3]1[C:11]2[C:6](=[CH:7][CH:8]=[C:9]([N+:12]([O-])=O)[CH:10]=2)[N:5]([CH3:15])[N:4]=1>[Pd].CO>[CH3:1][N:2]([CH3:16])[C:3]1[C:11]2[C:6](=[CH:7][CH:8]=[C:9]([NH2:12])[CH:10]=2)[N:5]([CH3:15])[N:4]=1. Reactants: CN(C1=NN(C2=CC=C(C=C12)[N+](=O)[O-])C)C (N,N,1-trimethyl-5-nitro-1H-indazol-3-amine). Yields the product CN(C1=NN(C2=CC=C(C=C12)N)C)C (N3,N3,1-trimethyl-1H-indazol-3,5-diamine). The reagents and catalysts are [Pd] (Pd/C). Reported procedure: An MeOH (10 ml) solution containing N,N,1-trimethyl-5-nitro-1H-indazol-3-amine (132 mg) obtained in the 2nd step was prepared and subjected to a hydrogenation reaction (70° C.; 50 bar; flow rate: 2 ml/min; 10% Pd/C) using H-Cube™. The solvent was distilled away under, reduced pressure. A red solid of N3,N3,1-trimethyl-1H-indazol-3,5-diamine (100 mg) was thus obtained. Yield: 87.7%. Solvent: CO (MeOH). The reactants are FC1=CC2=C(SC(=C2)B(O)O)C=C1 (5-fluorobenzo[b]thiophen-2-ylboronic acid), ClC1=NC2=CC=C(C=C2N=C1N(C)C(C)C)C(=O)OC (methyl 2-chloro-3-(isopropyl(methyl)amino)quinoxaline-6-carboxylate), [O-]P(=O)([O-])[O-].[K+].[K+].[K+] (K3PO4). The reagents and catalysts are O (water), C=1C=CC(=CC1)[P](C=2C=CC=CC2)(C=3C=CC=CC3)[Pd]([P](C=4C=CC=CC4)(C=5C=CC=CC5)C=6C=CC=CC6)([P](C=7C=CC=CC7)(C=8C=CC=CC8)C=9C=CC=CC9)[P](C=1C=CC=CC1)(C=1C=CC=CC1)C=1C=CC=CC1 (Pd(PPh3)4). Run in O1CCOCC1 (dioxane). Run at temperature 90 celsius, time 0.5 hour. Yields the product FC1=CC2=C(SC(=C2)C2=NC3=CC=C(C=C3N=C2N(C)C(C)C)C(=O)OC)C=C1 (methyl 2-(5-fluorobenzo[b]thiophen-2-yl)-3-(isopropyl(methyl)amino)quinoxaline-6-carboxylate). The yield is 88.2%. As a reaction SMILES: [F:1][C:2]1[CH:13]=[CH:12][C:5]2[S:6][C:7](B(O)O)=[CH:8][C:4]=2[CH:3]=1.Cl[C:15]1[C:24]([N:25]([CH:27]([CH3:29])[CH3:28])[CH3:26])=[N:23][C:22]2[C:17](=[CH:18][CH:19]=[C:20]([C:30]([O:32][CH3:33])=[O:31])[CH:21]=2)[N:16]=1.[O-]P([O-])([O-])=O.[K+].[K+].[K+]>O1CCOCC1.O.C1C=CC([P]([Pd]([P](C2C=CC=CC=2)(C2C=CC=CC=2)C2C=CC=CC=2)([P](C2C=CC=CC=2)(C2C=CC=CC=2)C2C=CC=CC=2)[P](C2C=CC=CC=2)(C2C=CC=CC=2)C2C=CC=CC=2)(C2C=CC=CC=2)C2C=CC=CC=2)=CC=1>[F:1][C:2]1[CH:13]=[CH:12][C:5]2[S:6][C:7]([C:15]3[C:24]([N:25]([CH:27]([CH3:29])[CH3:28])[CH3:26])=[N:23][C:22]4[C:17](=[CH:18][CH:19]=[C:20]([C:30]([O:32][CH3:33])=[O:31])[CH:21]=4)[N:16]=3)=[CH:8][C:4]=2[CH:3]=1 |f:2.3.4.5,^1:52,54,73,92|. Procedure details: To a solution of 5-fluorobenzo[b]thiophen-2-ylboronic acid (202 mg, 1.03 mmol) in dioxane (6 mL) was added methyl 2-chloro-3-(isopropyl(methyl)amino)quinoxaline-6-carboxylate (120 mg, 0.41 mmol), K3PO4 (259 mg, 1.23 mmol), Pd(PPh3)4 (24.0 mg, 0.02 mmol) and water (3 drops) with stirring for 0.5 h at 90° C. in an oil bath with an inert atmosphere of nitrogen. The reaction mixture was concentrated under vacuum and then purified by a silica gel column with 1% to 2% ethyl acetate in petroleum ether ...